From a dataset of the Open Reaction Database (ORD), a public repository of structured organic reaction records. describe an organic reaction: reactants, conditions, products, and yield The reactants are COC=1C=C(C(=O)O)C(=CC1OC)[N+](=O)[O-] (3,4-dimethoxy-6-nitrobenzoic acid), acid chloride, C1(CCCCC1)C(=O)C1CCNCC1 (4-cyclohexylcarbonylpiperidine). The solvent is ClCCl (dichloromethane). Product: COC=1C=C(C(=O)N2CCC(CC2)C(=O)C2CCCCC2)C(=CC1OC)[N+](=O)[O-] (1-(3,4-Dimethoxy-6-nitrobenzoyl)-4-cyclohexylcarbonyl piperidine). As a reaction SMILES: [CH3:1][O:2][C:3]1[CH:4]=[C:5]([C:9]([N+:14]([O-:16])=[O:15])=[CH:10][C:11]=1[O:12][CH3:13])[C:6]([OH:8])=O.[CH:17]1([C:23]([CH:25]2[CH2:30][CH2:29][NH:28][CH2:27][CH2:26]2)=[O:24])[CH2:22][CH2:21][CH2:20][CH2:19][CH2:18]1>ClCCl>[CH3:1][O:2][C:3]1[CH:4]=[C:5]([C:9]([N+:14]([O-:16])=[O:15])=[CH:10][C:11]=1[O:12][CH3:13])[C:6]([N:28]1[CH2:27][CH2:26][CH:25]([C:23]([CH:17]2[CH2:18][CH2:19][CH2:20][CH2:21][CH2:22]2)=[O:24])[CH2:30][CH2:29]1)=[O:8]. Procedure details: 10.3 g of 3,4-dimethoxy-6-nitrobenzoic acid was converted to the corresponding acid chloride as described in Example 43. It was added to a solution containing 8.83 g of 4-cyclohexylcarbonylpiperidine and 4.58 g oftriethylamine in 300 ml of dichloromethane. Yield 16.4 g (90%), m.p. 120°-125° C. Reactants: C1=CC=C2C(=C1)C(=O)NC2=O (1,2-Benzenedicarboximide), O1C[C@@H]1CC ((S)-(−)-1,2-epoxybutane), C(=O)([O-])[O-].[K+].[K+] (K2CO3). Solvent: O (water), CN(C)C=O (DMF). Run at temperature 60 celsius. Product: O[C@H](CN1C(C2=CC=CC=C2C1=O)=O)CC ((S)-2-(2-Hydroxybutyl)isoindoline-1,3-dione). Reaction SMILES: [CH:1]1[CH:6]=[C:5]2[C:7]([NH:9][C:10](=[O:11])[C:4]2=[CH:3][CH:2]=1)=[O:8].[O:12]1[C@@H:14]([CH2:15][CH3:16])[CH2:13]1.C([O-])([O-])=O.[K+].[K+]>CN(C=O)C.O>[OH:12][C@@H:14]([CH2:15][CH3:16])[CH2:13][N:9]1[C:7](=[O:8])[C:5]2[C:4](=[CH:3][CH:2]=[CH:1][CH:6]=2)[C:10]1=[O:11] |f:2.3.4|. Procedure details: To 1,2-Benzenedicarboximide (4.29 g) in DMF (10 ml), (S)-(−)-1,2-epoxybutane (2.1 g) was added followed by K2CO3 (4.03 g) and heated at 60° C. for 48 h. The reaction was diluted with water, extracted with EtOAc, dried and solvent removed to give the subtitle compound as a white solid, 1.8 g. Reactants: COC(=O)c1cccc(S)c1, Cc1ccccc1, Cc1cc(OCc2c(C(C)C)cnn2-c2c(Cl)cccc2Cl)ccc1C(C)O. Yields the product COC(=O)c1cccc(SC(C)c2ccc(OCc3c(C(C)C)cnn3-c3c(Cl)cccc3Cl)cc2C)c1. Reaction SMILES: [CH3:29][O:30][C:31]([c:32]1[cH:33][c:34]([SH:38])[cH:35][cH:36][cH:37]1)=[O:39].[CH3:40][c:41]1[cH:42][cH:43][cH:44][cH:45][cH:46]1.[Cl:1][c:2]1[c:3](-[n:9]2[n:10][cH:11][c:12]([CH:26]([CH3:27])[CH3:28])[c:13]2[CH2:14][O:15][c:16]2[cH:17][c:18]([CH3:25])[c:19]([CH:22]([CH3:23])[OH:24])[cH:20][cH:21]2)[c:4]([Cl:8])[cH:5][cH:6][cH:7]1>>[Cl:1][c:2]1[c:3](-[n:9]2[n:10][cH:11][c:12]([CH:26]([CH3:27])[CH3:28])[c:13]2[CH2:14][O:15][c:16]2[cH:17][c:18]([CH3:25])[c:19]([CH:22]([CH3:23])[S:38][c:34]3[cH:33][c:32]([C:31]([O:30][CH3:29])=[O:39])[cH:37][cH:36][cH:35]3)[cH:20][cH:21]2)[c:4]([Cl:8])[cH:5][cH:6][cH:7]1. The reactants are C(C)(=O)C=1C(=CC=2CCCC(C2C1)CCC)O (3-Acetyl-5-propyl-5,6,7,8-tetrahydro-2-naphthol), C12C(C3CC(CC(C1)C3)C2)=O (adamantanone), N1CCCC1 (pyrrolidine), C1(=CC=CC=C1)C (toluene). The product is CC1=C2CCC(OC2=CC(=C1)C)=O (5,7-dimethyl-chromanone). RXN SMILES: C(C1[C:5]([OH:17])=[CH:6][C:7]2CCCC(CCC)C=2C=1)(=O)C.C12CC3CC(CC(C3)C1=[O:28])C2.N1[CH2:33][CH2:32][CH2:31][CH2:30]1.[C:34]1([CH3:40])[CH:39]=CC=C[CH:35]=1>>[CH3:30][C:31]1[CH:35]=[C:34]([CH3:40])[CH:39]=[C:33]2[C:32]=1[CH2:7][CH2:6][C:5](=[O:17])[O:28]2. Reported procedure: 3-Acetyl-5-propyl-5,6,7,8-tetrahydro-2-naphthol (1) was reacted with adamantanone and pyrrolidine in toluene to give the corresponding derivative of the Example 2 compound (2) which was hydrolysed, with methanol containing a few drops of conc. hydrochloric acid, to the chromanone (3). Reduction of the chromanone (3) (2.7 g) with sodium borohydride (0.7 g) in methanol, gave the chromanol (4) (2.7 g), which was dehyrated by heating with anhydrous copper sulphate (1 g) to yield the product (5) colo... Starting materials: CCOC(=O)c1nn(-c2ccc(Cl)cc2Cl)c(-c2ccc[se]2)c1C, CC#N, O=C1CCC(=O)N1Br. Yields the product CCOC(=O)c1nn(-c2ccc(Cl)cc2Cl)c(-c2ccc(Br)[se]2)c1C. Reaction SMILES: [CH2:9]([CH3:10])[O:11][C:12](=[O:13])[c:14]1[n:15][n:16](-[c:25]2[c:26]([Cl:32])[cH:27][c:28]([Cl:31])[cH:29][cH:30]2)[c:17](-[c:20]2[se:21][cH:22][cH:23][cH:24]2)[c:18]1[CH3:19].[CH3:33][C:34]#[N:35].[O:1]=[C:2]1[N:3]([Br:8])[C:4](=[O:5])[CH2:6][CH2:7]1>>[Br:8][c:22]1[se:21][c:20](-[c:17]2[n:16](-[c:25]3[c:26]([Cl:32])[cH:27][c:28]([Cl:31])[cH:29][cH:30]3)[n:15][c:14]([C:12]([O:11][CH2:9][CH3:10])=[O:13])[c:18]2[CH3:19])[cH:24][cH:23]1. Starting materials: OC1=C(C#N)C=CC(=C1)OC (2-hydroxy-4-methoxy-benzonitrile), C([O-])([O-])=O.[Cs+].[Cs+] (cesium carbonate), Cl.ClCCN(C)C ((2-chloroethyl)-dimethylamine hydrochloride). Solvent: CC(=O)C (acetone). Conditions: temperature 60 celsius. Yields the product CN(CCOC1=C(C#N)C=CC(=C1)OC)C (2-(2-dimethylamino-ethoxy)-4-methoxy-benzonitrile). The yield is 71.1%. Reaction SMILES: [OH:1][C:2]1[CH:9]=[C:8]([O:10][CH3:11])[CH:7]=[CH:6][C:3]=1[C:4]#[N:5].C(=O)([O-])[O-].[Cs+].[Cs+].Cl.Cl[CH2:20][CH2:21][N:22]([CH3:24])[CH3:23]>CC(C)=O>[CH3:23][N:22]([CH3:24])[CH2:21][CH2:20][O:1][C:2]1[CH:9]=[C:8]([O:10][CH3:11])[CH:7]=[CH:6][C:3]=1[C:4]#[N:5] |f:1.2.3,4.5|. Procedure details: To a solution of 2-hydroxy-4-methoxy-benzonitrile (200 mg, 1.341 mmol) in acetone (5 mL) were added cesium carbonate (1.312 g, 4.023 mmol) and (2-chloroethyl)-dimethylamine hydrochloride (390 mg, 2.682 mmol). The resulting mixture was heated at 60° C. for overnight. The solid was filtered off and washed with methylene chloride (6×10 mL). The filtrate was washed with sodium bicarbonate solution, brine and dried over anhydrous sodium sulfate. The solid was then filtered off, and the filtrate was c... The reactants are N[C@@H]([C@@](CN1N=CN=C1)(O)C1=C(C=C(C=C1)Cl)Cl)C ((2R*,3R*)-3-amino-2-(2,4-dichlorophenyl)-l-(1H-1,2,4-triazol-1-yl)butan-2-ol), ClC1=CC=C(C=C1)S(=O)(=O)Cl (4-chlorobenzenesulfonyl chloride). Product: ClC1=CC=C(C=C1)S(=O)(=O)N[C@@H]([C@@](CN1N=CN=C1)(O)C1=C(C=C(C=C1)Cl)Cl)C ((2R*,3R*)-3-(4-Chlorobenzenesulfonamido)-2-(2,4-dichlorophenyl)-1-(1H-1,2,4-triazol-1-yl)butan-2-ol). RXN SMILES: [NH2:1][C@H:2]([CH3:19])[C@:3]([C:11]1[CH:16]=[CH:15][C:14]([Cl:17])=[CH:13][C:12]=1[Cl:18])([OH:10])[CH2:4][N:5]1[CH:9]=[N:8][CH:7]=[N:6]1.[Cl:20][C:21]1[CH:26]=[CH:25][C:24]([S:27](Cl)(=[O:29])=[O:28])=[CH:23][CH:22]=1>>[Cl:20][C:21]1[CH:26]=[CH:25][C:24]([S:27]([NH:1][C@H:2]([CH3:19])[C@:3]([C:11]2[CH:16]=[CH:15][C:14]([Cl:17])=[CH:13][C:12]=2[Cl:18])([OH:10])[CH2:4][N:5]2[CH:9]=[N:8][CH:7]=[N:6]2)(=[O:29])=[O:28])=[CH:23][CH:22]=1. Procedure: Following the general sulfonylation procedure explained in example 1 and using (2R*,3R*)-3-amino-2-(2,4-dichlorophenyl)-l-(1H-1,2,4-triazol-1-yl)butan-2-ol, prepared as described in EP 332,387, and 4-chlorobenzenesulfonyl chloride, the title product is obtained in similar yield. The reactants are CN(C)CCCC(C(=O)N)=C (dimethylaminopropylacrylamide), 250-W, N(=NC(C(=N)N)(C)C)C(C(=N)N)(C)C (azo-bisisobutyroamidine), O (water), CCl (methyl chloride), C(C=C)(=O)N (acrylamide). The product is CN(C)C1=CC=C(C=C1)CC(=O)O (DMAPAA). RXN SMILES: [CH3:1][N:2]([CH2:4][CH2:5][CH2:6]C(=C)C(N)=O)[CH3:3].CCl.[C:14](N)(=[O:17])[CH:15]=[CH2:16].N([C:27]([CH3:32])(C)C(N)=N)=NC(C)(C)C(N)=N.[OH2:33]>>[CH3:3][N:2]([C:4]1[CH:5]=[CH:6][C:16]([CH2:15][C:14]([OH:17])=[O:33])=[CH:32][CH:27]=1)[CH3:1]. Procedure: CH3CL/dimethylaminopropylacrylamide, quaternized with methyl chloride, and 29 g of acrylamide were added to 541 g of water with 200 mg azo-bisisobutyroamidine (AIBA) and after passage of nitrogen therethrough, the mixture was irradiated for 30 minutes by an Osram HWL 250-W lamp. The gel so obtained was dried to a residual water content of 9% and ground.